Dataset: the Open Reaction Database (ORD), a public repository of structured organic reaction records. Task: describe an organic reaction: reactants, conditions, products, and yield As a reaction SMILES: [C:2]([CH2:3][C:4](=[O:5])[O:6][CH2:7][CH3:8])(=[O:9])[O:10][CH2:11][CH3:12].[CH2:13]([CH2:14][CH2:15][CH2:16][CH2:17][CH2:18][CH2:19][CH3:20])[Br:21].[CH3:22][CH2:23][OH:24].[Na:1]>>[C:2]([CH:3]([C:4](=[O:5])[O:6][CH2:7][CH3:8])[CH2:13][CH2:14][CH2:15][CH2:16][CH2:17][CH2:18][CH2:19][CH3:20])(=[O:9])[O:10][CH2:11][CH3:12]. Reactants: CCOC(=O)CC(=O)OCC, CCCCCCCCBr, CCO, [Na]. Product: CCCCCCCCC(C(=O)OCC)C(=O)OCC. The reactants are ClCCl, CC(=CCO)C1=Cc2cc(-c3ccccc3)ccc2OC1. Yields the product CC(=CC=O)C1=Cc2cc(-c3ccccc3)ccc2OC1. RXN SMILES: [CH2:22]([Cl:23])[Cl:24].[c:1]1(-[c:7]2[cH:8][c:9]3[c:14]([cH:15][cH:16]2)[O:13][CH2:12][C:11]([C:17](=[CH:18][CH2:19][OH:20])[CH3:21])=[CH:10]3)[cH:2][cH:3][cH:4][cH:5][cH:6]1>>[c:1]1(-[c:7]2[cH:8][c:9]3[c:14]([cH:15][cH:16]2)[O:13][CH2:12][C:11]([C:17](=[CH:18][CH:19]=[O:20])[CH3:21])=[CH:10]3)[cH:2][cH:3][cH:4][cH:5][cH:6]1. Starting materials: above-titled compound, OC1=CC(=CC2=C1C=1CN(CCC1C(O2)(C)C)CC(=O)OCC)C(C(CCCCC)C)C (Ethyl 10-hydroxy-5,5-dimethyl-8-(1,2-dimethylheptyl)-1,2,3,4-tetrahydro-5H-[1]benzopyrano[4,3-c]pyridine-2-acetate), [OH-].[Na+] (sodium hydroxide). Run in CO (methanol). Product: OC1=CC(=CC2=C1C=1CN(CCC1C(O2)(C)C)CC(=O)O)C(C(CCCCC)C)C (10-Hydroxy-5,5-dimethyl-8-(1,2-dimethylheptyl)-1,2,3,4-tetrahydro-5H-[1]benzopyrano[4,3-c]pyridine-2-acetic acid). As a reaction SMILES: [OH:1][C:2]1[C:7]2[C:8]3[CH2:9][N:10]([CH2:18][C:19]([O:21]CC)=[O:20])[CH2:11][CH2:12][C:13]=3[C:14]([CH3:17])([CH3:16])[O:15][C:6]=2[CH:5]=[C:4]([CH:24]([CH3:32])[CH:25]([CH3:31])[CH2:26][CH2:27][CH2:28][CH2:29][CH3:30])[CH:3]=1.[OH-].[Na+]>CO>[OH:1][C:2]1[C:7]2[C:8]3[CH2:9][N:10]([CH2:18][C:19]([OH:21])=[O:20])[CH2:11][CH2:12][C:13]=3[C:14]([CH3:17])([CH3:16])[O:15][C:6]=2[CH:5]=[C:4]([CH:24]([CH3:32])[CH:25]([CH3:31])[CH2:26][CH2:27][CH2:28][CH2:29][CH3:30])[CH:3]=1 |f:1.2|. Procedure details: The above-titled compound was obtained by hydrolyzing the product of Example 9 with dilute aqueous sodium hydroxide in methanol; m.p. 192°-195°; after recrystallization from ethanol.